From a dataset of the Open Reaction Database (ORD), a public repository of structured organic reaction records. describe an organic reaction: reactants, conditions, products, and yield Reactants: S1C(=CC=C1)C=O (thiophene-2-carboxaldehyde), C(#N)[BH3-].[Na+] (sodium cyanoborohydride), Cl (HCl), Cl.NCCC(=O)NCC(=O)N1C2=C(OC3=C(C1)C=CC=C3)C=CC(=C2)Cl (3-amino-N-[2-(8-chloro-10,11-dihydrodibenz[b,f][1,4]-oxazepin-10-yl)-2-oxoethyl]-propanamide, monohydrochloride), [OH-].[K+] (potassium hydroxide). Run in CO (methanol), C(C)(=O)O (acetic acid), CO (methanol). The product is Cl.ClC1=CC2=C(OC3=C(CN2C(CNC(CCNCC=2SC=CC2)=O)=O)C=CC=C3)C=C1 (N-[2-(8-chloro-10,11-dihydrodibenz[b,f][1,4]oxazepin-10-yl)-2-oxoethyl]-3-[(2-thienylmethyl)amino]propanamide, monohydrochloride). As a reaction SMILES: Cl.[NH2:2][CH2:3][CH2:4][C:5]([NH:7][CH2:8][C:9]([N:11]1[CH2:17][C:16]2[CH:18]=[CH:19][CH:20]=[CH:21][C:15]=2[O:14][C:13]2[CH:22]=[CH:23][C:24]([Cl:26])=[CH:25][C:12]1=2)=[O:10])=[O:6].[OH-].[K+].[S:29]1[CH:33]=[CH:32][CH:31]=[C:30]1[CH:34]=O.C([BH3-])#N.[Na+].Cl>CO.C(O)(=O)C>[ClH:26].[Cl:26][C:24]1[CH:23]=[CH:22][C:13]2[O:14][C:15]3[CH:21]=[CH:20][CH:19]=[CH:18][C:16]=3[CH2:17][N:11]([C:9](=[O:10])[CH2:8][NH:7][C:5](=[O:6])[CH2:4][CH2:3][NH:2][CH2:34][C:30]3[S:29][CH:33]=[CH:32][CH:31]=3)[C:12]=2[CH:25]=1 |f:0.1,2.3,5.6,10.11|. Reported procedure: A mixture of 3-amino-N-[2-(8-chloro-10,11-dihydrodibenz[b,f][1,4]-oxazepin-10-yl)-2-oxoethyl]-propanamide, monohydrochloride (2.00 grams) in methanol (160 mL) and potassium hydroxide (0.38 gram) was stirred at room temperature until a solution formed. To this was added a solution of thiophene-2-carboxaldehyde (0.62 gram) in methanol (20 mL), and the solution was stirred at room temperature under a nitrogen atmosphere for 4 hours. To the solution was then added sodium cyanoborohydride (0.46 gram)... Starting materials: [H-].[Na+] (Sodium hydride), BrC=1C=NC2=CC=CC=C2C1NCC(C1=CC=CC=C1)O (3-bromo-N-(2-hydroxy-2-phenylethyl)-4-quinolinamine), O (water). The solvent is CN(C)C=O (DMF). Run at temperature 90 celsius, time 2 hour. Yields the product C1(=CC=CC=C1)C1CNC2=C(C=NC=3C=CC=CC23)O1 (1,2-Dihydro-3-phenyl-3H-1,4-oxazino[2,3-c]quinoline). RXN SMILES: [H-].[Na+].Br[C:4]1[CH:5]=[N:6][C:7]2[C:12]([C:13]=1[NH:14][CH2:15][CH:16]([OH:23])[C:17]1[CH:22]=[CH:21][CH:20]=[CH:19][CH:18]=1)=[CH:11][CH:10]=[CH:9][CH:8]=2.O>CN(C=O)C>[C:17]1([CH:16]2[O:23][C:4]3[CH:5]=[N:6][C:7]4[CH:8]=[CH:9][CH:10]=[CH:11][C:12]=4[C:13]=3[NH:14][CH2:15]2)[CH:22]=[CH:21][CH:20]=[CH:19][CH:18]=1 |f:0.1|. Procedure: Sodium hydride (obtained from 2 g of 50% suspension in mineral oil) was added to a solution of 3-bromo-N-(2-hydroxy-2-phenylethyl)-4-quinolinamine (10 g) in 50 ml of DMF and the mixture was stirred at 90° C. for two hours. After cooling to room temperature, it was poured into 250 ml of water and the product extracted with two portions of 100 ml dichloromethane. The dichloromethane layer was dried over sodium sulfate and concentrated. The oily residue was dissolved in 80 ml of isopropanol, the so... The reactants are C1CCN(CC1)C(=O)N=NC(=O)N2CCCCC2 (ADDP), OC1=CC(=C(C=C1)C(C)=O)C (4′-hydroxy-2′-methylacetophenone), ClC1=C(C(=CC=C1)Cl)N1N=NC(=C1CO)C(C)C ([3-(2,6-Dichloro-phenyl)-5-isopropyl-3H-[1,2,3]triazol-4-yl]-methanol), C(CCC)P(CCCC)CCCC (tri-n-butylphosphine). Run in C1(=CC=CC=C1)C (toluene). Reaction conditions: time 8 hour. The product is ClC1=C(C(=CC=C1)Cl)N1N=NC(=C1COC1=CC(=C(C=C1)C(C)=O)C)C(C)C (1-{4-[3-(2,6-Dichloro-phenyl)-5-isopropyl-3H-[1,2,3]triazol-4-ylmethoxy]-2-methyl-phenyl}-ethanone). The yield is 0.1%. RXN SMILES: [OH:1][C:2]1[CH:7]=[CH:6][C:5]([C:8](=[O:10])[CH3:9])=[C:4]([CH3:11])[CH:3]=1.[Cl:12][C:13]1[CH:18]=[CH:17][CH:16]=[C:15]([Cl:19])[C:14]=1[N:20]1[C:24]([CH2:25]O)=[C:23]([CH:27]([CH3:29])[CH3:28])[N:22]=[N:21]1.C(P(CCCC)CCCC)CCC.C1CCN(C(N=NC(N2CCCCC2)=O)=O)CC1>C1(C)C=CC=CC=1>[Cl:19][C:15]1[CH:16]=[CH:17][CH:18]=[C:13]([Cl:12])[C:14]=1[N:20]1[C:24]([CH2:25][O:1][C:2]2[CH:7]=[CH:6][C:5]([C:8](=[O:10])[CH3:9])=[C:4]([CH3:11])[CH:3]=2)=[C:23]([CH:27]([CH3:29])[CH3:28])[N:22]=[N:21]1. Reported procedure: To a 0° C. suspension of 4′-hydroxy-2′-methylacetophenone (969 mg, 6.45 mmol), [3-(2,6-Dichloro-phenyl)-5-isopropyl-3H-[1,2,3]triazol-4-yl]-methanol (1.85 g, 6.45 mmol), tri-n-butylphosphine (2.42 ml, 9.73 mmol) in toluene (20 mL) is added ADDP (2.46 g, 9.73 mmol). The reaction mixture is warmed to room temperature and stirred overnight. The reaction mixture is concentrated and the residue is chromatographed eluting with 0% to 30% EtOAc/Hex to yield the title compound (1.71 mg, 63%). 1H NMR (400... The reactants are CN(C)CCC(c1ccc(C(=O)NN)cc1)c1ncc[nH]1, Cl, O=N[O-], [Na+], [Na+], [Na+], O=C([O-])[O-], O. The product is CN(C)CCC(c1ccc(N)cc1)c1ncc[nH]1. Reaction SMILES: [CH3:5][N:6]([CH3:7])[CH2:8][CH2:9][CH:10]([c:11]1[nH:12][cH:13][cH:14][n:15]1)[c:16]1[cH:17][cH:18][c:19]([C:20]([NH:21][NH2:22])=[O:23])[cH:24][cH:25]1.[ClH:33].[N:1]([O-:2])=[O:3].[Na+:26].[Na+:27].[Na+:4].[O-:28][C:29](=[O:30])[O-:31].[OH2:32]>>[NH2:1][c:19]1[cH:18][cH:17][c:16]([CH:10]([CH2:9][CH2:8][N:6]([CH3:5])[CH3:7])[c:11]2[nH:12][cH:13][cH:14][n:15]2)[cH:25][cH:24]1. Reactants: C(C=CC)N1C(=C(C=2C1=C(N=NC2)Cl)C)C (1-(2-butenyl)-7-chloro-2,3-dimethylpyrrolo[2,3-d]pyridazine), CC(C)([O-])C.[K+] (potassium tert-butoxide), FC1=CC=C(CO)C=C1 (4-fluorobenzyl alcohol), C1COCCOCCOCCOCCOCCO1 (18-crown-6), ice water. Run in O1CCCC1 (tetrahydrofuran). Conditions: time 10 minute. Product: C(C=CC)N1C(=C(C=2C1=C(N=NC2)OCC2=CC=C(C=C2)F)C)C (1-(2-butenyl)-7-(4-fluorobenzyloxy)-2,3-dimethylpyrrolo[2,3-d]pyridazine). The yield is 63.1%. RXN SMILES: CC(C)([O-])C.[K+].[F:7][C:8]1[CH:15]=[CH:14][C:11]([CH2:12][OH:13])=[CH:10][CH:9]=1.C1OCCOCCOCCOCCOCCOC1.[CH2:34]([N:38]1[C:42]2=[C:43](Cl)[N:44]=[N:45][CH:46]=[C:41]2[C:40]([CH3:48])=[C:39]1[CH3:49])[CH:35]=[CH:36][CH3:37]>O1CCCC1>[CH2:34]([N:38]1[C:42]2=[C:43]([O:13][CH2:12][C:11]3[CH:14]=[CH:15][C:8]([F:7])=[CH:9][CH:10]=3)[N:44]=[N:45][CH:46]=[C:41]2[C:40]([CH3:48])=[C:39]1[CH3:49])[CH:35]=[CH:36][CH3:37] |f:0.1|. Procedure: 0.85 g (0.0076 mole) of potassium tert-butoxide was added to a solution of 0.48 g-(0.0038 mole) of 4-fluorobenzyl alcohol and 0.08 g (0.0003 mole) of 18-crown-6 in 30 ml of tetrahydrofuran and the mixture was stirred at room temperature for 10 minutes. 0.45 g (0.0019 mole) of 1-(2-butenyl)-7-chloro-2,3-dimethylpyrrolo[2,3-d]pyridazine was then added to the mixture and stirred at room temperature for 8 hours. After completion of the reaction, the reaction mixture was poured into ice-water and the... The reactants are C(C)(C)(C)OC(N[C@@H](C)C1=CC(=CC=C1)O)=O ((S)-[1-(3-hydroxy-phenyl)-ethyl]-carbamic acid tert-butyl ester), BrC1=NC=CC=N1 (2-bromo-pyrimidine), C([O-])([O-])=O.[K+].[K+] (potassium carbonate), N1=CC=CC=C1 (pyridine). The reagents and catalysts are [Cu](I)I (copper iodide). Solvent: CCOC(=O)C (EtOAc), C(Cl)Cl (CH2Cl2). Run at temperature 115 celsius. The product is C(C)(C)(C)OC(N[C@@H](C)C1=CC(=CC=C1)OC1=NC=CC=N1)=O ((S)-{1-[3-(Pyrimidin-2-yloxy)-phenyl]-ethyl}-carbamic acid tert-butyl ester). Isolated yield 105.7%. Reaction SMILES: [C:1]([O:5][C:6](=[O:17])[NH:7][C@H:8]([C:10]1[CH:15]=[CH:14][CH:13]=[C:12]([OH:16])[CH:11]=1)[CH3:9])([CH3:4])([CH3:3])[CH3:2].Br[C:19]1[N:24]=[CH:23][CH:22]=[CH:21][N:20]=1.C(=O)([O-])[O-].[K+].[K+].N1C=CC=CC=1>[Cu](I)I.CCOC(C)=O.C(Cl)Cl>[C:1]([O:5][C:6](=[O:17])[NH:7][C@H:8]([C:10]1[CH:15]=[CH:14][CH:13]=[C:12]([O:16][C:19]2[N:24]=[CH:23][CH:22]=[CH:21][N:20]=2)[CH:11]=1)[CH3:9])([CH3:2])([CH3:3])[CH3:4] |f:2.3.4|. Procedure details: A mixture of (S)-[1-(3-hydroxy-phenyl)-ethyl]-carbamic acid tert-butyl ester (1 g, 4.2 mmol), 2-bromo-pyrimidine (0.58 g, 5.1 mmol), potassium carbonate (powder, 1.4 g, 10.1 mmol), copper iodide (325 mesh powder, 0.6 g, 3.2 mmol) and pyridine (5 mL) was heated at 115° C. for 12 h. CH2Cl2 (100 mL) was added, the reaction mixture was filtered through celite and rinsed with CH2Cl2 (2×50 mL), and the filtrate was concentrated in vacuo. The residue was purified by flash column chromatography on silic... Starting materials: O=C1NC(=O)c2c(CBr)cccc21, COP(=O)(CN1C(=O)c2ccccc2C1=O)OC, CCOP(OCC)OCC, CCBr, CCCCC, Cc1ccccc1C. Product: CCOP(=O)(CN1C(=O)c2ccccc2C1=O)OCC. Reaction SMILES: [Br:19][CH2:20][c:21]1[cH:22][cH:23][cH:24][c:25]2[c:30]1[C:28](=[O:29])[NH:27][C:26]2=[O:31].[C:1]1(=[O:18])[c:2]2[c:3]([cH:14][cH:15][cH:16][cH:17]2)[C:4](=[O:13])[N:5]1[CH2:6][P:7](=[O:8])([O:9][CH3:10])[O:11][CH3:12].[CH2:32]([CH3:33])[O:34][P:35]([O:36][CH2:37][CH3:38])[O:39][CH2:40][CH3:41].[CH2:42]([Br:43])[CH3:44].[CH3:45][CH2:46][CH2:47][CH2:48][CH3:49].[c:50]1([CH3:51])[c:52]([CH3:53])[cH:54][cH:55][cH:56][cH:57]1>>[C:1]1(=[O:18])[c:2]2[c:3]([cH:14][cH:15][cH:16][cH:17]2)[C:4](=[O:13])[N:5]1[CH2:6][P:35](=[O:34])([O:36][CH2:37][CH3:38])[O:39][CH2:40][CH3:41]. The reactants are N,N'-carbonyldiimidazole, COC1=CC=C(CS[C@H]2C[C@H](N(C2)C(=O)OCC2=CC=C(C=C2)[N+](=O)[O-])C(=O)O)C=C1 ((2S,4S)-4-(4-methoxybenzylthio)-1-(4-nitrobenzyloxycarbonyl)-2-pyrrolidinecarboxylic acid), N1(C=NC=C1)[C@@H]1CNCC1 ((3S)-3-(imidazol-1-yl)pyrrolidine). The solvent is C(C)#N (acetonitrile), C(C)#N (acetonitrile). Run at time 30 minute. Yields the product COC1=CC=C(CS[C@H]2C[C@H](N(C2)C(=O)OCC2=CC=C(C=C2)[N+](=O)[O-])C(=O)N2C[C@H](CC2)N2C=NC=C2)C=C1 ((2S,4S)-4-(4-Methoxybenzylthio)-2-[(3S)-3-(imidazol-1-yl)pyrrolidin-1-ylcarbonyl]-1-(4-nitrobenzyloxycarbonyl)pyrrolidine). Isolated yield 80.2%. Reaction SMILES: [CH3:1][O:2][C:3]1[CH:31]=[CH:30][C:6]([CH2:7][S:8][C@@H:9]2[CH2:13][N:12]([C:14]([O:16][CH2:17][C:18]3[CH:23]=[CH:22][C:21]([N+:24]([O-:26])=[O:25])=[CH:20][CH:19]=3)=[O:15])[C@H:11]([C:27](O)=[O:28])[CH2:10]2)=[CH:5][CH:4]=1.[N:32]1([C@H:37]2[CH2:41][CH2:40][NH:39][CH2:38]2)[CH:36]=[CH:35][N:34]=[CH:33]1>C(#N)C>[CH3:1][O:2][C:3]1[CH:31]=[CH:30][C:6]([CH2:7][S:8][C@@H:9]2[CH2:13][N:12]([C:14]([O:16][CH2:17][C:18]3[CH:19]=[CH:20][C:21]([N+:24]([O-:26])=[O:25])=[CH:22][CH:23]=3)=[O:15])[C@H:11]([C:27]([N:39]3[CH2:40][CH2:41][C@H:37]([N:32]4[CH:36]=[CH:35][N:34]=[CH:33]4)[CH2:38]3)=[O:28])[CH2:10]2)=[CH:5][CH:4]=1. Procedure: 1.09 g of N,N'-carbonyldiimidazole were added to a solution of 2.5 g of (2S,4S)-4-(4-methoxybenzylthio)-1-(4-nitrobenzyloxycarbonyl)-2-pyrrolidinecarboxylic acid in 25 ml of dry acetonitrile, and the resulting mixture stirred at room temperature for 30 minutes. A solution of 850 mg of (3S)-3-(imidazol-1-yl)pyrrolidine in 5 ml of dry acetonitrile was then added, and the mixture was stirred at room temperature for 2 hours and then at 40° C. for a further 4 hours. At the end of this time, the react... Starting materials: Cn1cc(C=O)nc1, CC1=CN=C(C=C1)N, [C-]#[N+]C1CCCCC1. The reagents and catalysts are O=C(O)C(F)(F)F (trifluoroacetic acid). Solvent: CC(C)O (isopropyl alcohol), CC(C)O (isopropylalcohol). Run at temperature 22 celsius, time 20 hour. Product: Cc1ccc2nc(c3cn(C)cn3)c(NC3CCCCC3)n2c1. The yield is 48.8%. RXN SMILES: CC1=CC=C(N)N=C1.[C-]#[N+]C1CCCCC1.CN1C=NC(C=O)=C1>>CN1C=NC(=C1)C1=C(NC2CCCCC2)N2C=C(C)C=CC2=N1.